This data is from the Open Reaction Database (ORD), a public repository of structured organic reaction records. The task is: describe an organic reaction: reactants, conditions, products, and yield Reactants: [H][H] (hydrogen), CO (methanol), C(#N)C1=CC(=C(C=N1)C)C (6-cyano-3,4-dimethylpyridine), Cl (hydrochloric acid). Reagents/catalysts: [Pd] (Pd/C). Run at time 3 hour. Yields the product NCC1=NC=CC(=C1C)C (2-aminomethyl-3,4-dimethylpyridine), Cl (hydrochloride). Yield: 93.0%. As a reaction SMILES: [C:1]([C:3]1[N:8]=[CH:7][C:6](C)=[C:5]([CH3:10])[CH:4]=1)#[N:2].[ClH:11].[H][H].[CH3:14]O>[Pd]>[NH2:2][CH2:1][C:3]1[C:4]([CH3:14])=[C:5]([CH3:10])[CH:6]=[CH:7][N:8]=1.[ClH:11]. Procedure: In an autoclave, 3.40 g of 6-cyano-3,4-dimethylpyridine (25.7 mmol), 0.15 g of Pd/C (water-content=50%), 200 mL methanol and 3.0 mL concentrated hydrochloric acid are placed, stirred at room temperature for 3 hours while pressurizing with hydrogen to 3 atm. The reaction solution was filtered through Celite and the filtrate was concentrated to dryness. This was washed with methanol to give 2.41 g of 2-aminomethyl-3,4-dimethylpyridine (3,4-Me2PICA) hydrochloride (93% yield). This 2-aminomethyl-3,4... Reactants: O=S(=O)(Cl)c1ccc(C(F)(F)F)cc1Cl, CC(=O)c1cc(N)cc(Cl)c1Sc1nc2cc(Cl)ccc2s1, c1ccncc1. Yields the product CC(=O)c1cc(NS(=O)(=O)c2ccc(C(F)(F)F)cc2Cl)cc(Cl)c1Sc1nc2cc(Cl)ccc2s1. RXN SMILES: [Cl:23][c:24]1[c:25]([S:34](=[O:35])(=[O:36])[Cl:37])[cH:26][cH:27][c:28]([C:30]([F:31])([F:32])[F:33])[cH:29]1.[NH2:1][c:2]1[cH:3][c:4]([Cl:22])[c:5]([S:11][c:12]2[s:13][c:14]3[c:15]([n:16]2)[cH:17][c:18]([Cl:21])[cH:19][cH:20]3)[c:6]([C:8]([CH3:9])=[O:10])[cH:7]1.[cH:38]1[cH:39][cH:40][n:41][cH:42][cH:43]1>>[NH:1]([c:2]1[cH:3][c:4]([Cl:22])[c:5]([S:11][c:12]2[s:13][c:14]3[c:15]([n:16]2)[cH:17][c:18]([Cl:21])[cH:19][cH:20]3)[c:6]([C:8]([CH3:9])=[O:10])[cH:7]1)[S:34]([c:25]1[c:24]([Cl:23])[cH:29][c:28]([C:30]([F:31])([F:32])[F:33])[cH:27][cH:26]1)(=[O:35])=[O:36]. The reactants are solution, C(CCCCCCC(C)C)O (Isodecyl alcohol), C(C1=CC=CC=C1)(=O)O (benzoic acid), C1(=CC=CC=C1)C (toluene). Reagents/catalysts: O.C(CCC)[Sn]=O (butyltinoxide hydrate). Run in O (water). Reaction conditions: temperature 100 celsius, time 4 hour. Yields the product C(C1=CC=CC=C1)(=O)OCCCCCCCC(C)C (Isodecyl Benzoate). Yield: 96.5%. Reaction SMILES: [CH2:1]([OH:11])[CH2:2][CH2:3][CH2:4][CH2:5][CH2:6][CH2:7][CH:8]([CH3:10])[CH3:9].[C:12](O)(=[O:19])[C:13]1[CH:18]=[CH:17][CH:16]=[CH:15][CH:14]=1.C1(C)C=CC=CC=1>O.C([Sn]=O)CCC.O>[C:12]([O:11][CH2:1][CH2:2][CH2:3][CH2:4][CH2:5][CH2:6][CH2:7][CH:8]([CH3:9])[CH3:10])(=[O:19])[C:13]1[CH:18]=[CH:17][CH:16]=[CH:15][CH:14]=1 |f:3.4,^1:29|. Procedure: Isodecyl alcohol (306 grams; 1.94 moles), benzoic acid (242 grams; 1.98 moles), toluene (50 ml) and butyltinoxide hydrate (1 gram) were placed into a glass reaction flask equipped with stirrer, thermometer, heating mantle, 12" column packed with 1/4" glass rings, Dean-Stark water trap and condenser. The mixture was stirred for four hours allowing the temperature to increase from 30° C. to 204° C. After reaction mixture was cooled to 100° C., soda ash (100 ml; 20% solution) was added and the temp... Reactants: C(C)(=O)N1CCCC2=CC=C(C=C12)C=1SC(=C(N1)C(=O)OCC)Cl (ethyl 2-(1-acetyl-1,2,3,4-tetrahydroquinolin-7-yl)-5-chlorothiazole-4-carboxylate), COC1=CC=C(C=C1)B(O)O (4-methoxyphenylboronic acid), [Cl-].[Li+] (lithium chloride), C([O-])([O-])=O.[Cs+].[Cs+] (cesium carbonate). The reagents and catalysts are C=1C=CC(=CC1)[P](C=2C=CC=CC2)(C=3C=CC=CC3)[Pd]([P](C=4C=CC=CC4)(C=5C=CC=CC5)C=6C=CC=CC6)([P](C=7C=CC=CC7)(C=8C=CC=CC8)C=9C=CC=CC9)[P](C=1C=CC=CC1)(C=1C=CC=CC1)C=1C=CC=CC1 (tetrakis(triphenylphosphine)palladium). The solvent is O (water), O1CCOCC1 (1,4-dioxane). Conditions: temperature 100 celsius, time 8 hour. The product is C(C)(=O)N1CCCC2=CC=C(C=C12)C=1SC(=C(N1)C(=O)OCC)C1=CC=C(C=C1)OC (ethyl 2-(1-acetyl-1,2,3,4-tetrahydroquinolin-7-yl)-5-(4-methoxyphenyl)thiazole-4-carboxylate). Yield: 90.0%. RXN SMILES: [C:1]([N:4]1[C:13]2[C:8](=[CH:9][CH:10]=[C:11]([C:14]3[S:15][C:16](Cl)=[C:17]([C:19]([O:21][CH2:22][CH3:23])=[O:20])[N:18]=3)[CH:12]=2)[CH2:7][CH2:6][CH2:5]1)(=[O:3])[CH3:2].[CH3:25][O:26][C:27]1[CH:32]=[CH:31][C:30](B(O)O)=[CH:29][CH:28]=1.[Cl-].[Li+].C(=O)([O-])[O-].[Cs+].[Cs+]>C1C=CC([P]([Pd]([P](C2C=CC=CC=2)(C2C=CC=CC=2)C2C=CC=CC=2)([P](C2C=CC=CC=2)(C2C=CC=CC=2)C2C=CC=CC=2)[P](C2C=CC=CC=2)(C2C=CC=CC=2)C2C=CC=CC=2)(C2C=CC=CC=2)C2C=CC=CC=2)=CC=1.O.O1CCOCC1>[C:1]([N:4]1[C:13]2[C:8](=[CH:9][CH:10]=[C:11]([C:14]3[S:15][C:16]([C:30]4[CH:31]=[CH:32][C:27]([O:26][CH3:25])=[CH:28][CH:29]=4)=[C:17]([C:19]([O:21][CH2:22][CH3:23])=[O:20])[N:18]=3)[CH:12]=2)[CH2:7][CH2:6][CH2:5]1)(=[O:3])[CH3:2] |f:2.3,4.5.6,^1:47,49,68,87|. Procedure details: To ethyl 2-(1-acetyl-1,2,3,4-tetrahydroquinolin-7-yl)-5-chlorothiazole-4-carboxylate (1J) (0.450 g, 1.23 mmol), 4-methoxyphenylboronic acid (0.281 g, 1.85 mmol), lithium chloride (0.157 g, 3.70 mmol), tetrakis(triphenylphosphine)palladium (0) (0.142 g, 0.12 mmol), and cesium carbonate (1.2 g, 3.70 mmol) was added 1,4-dioxane (20 mL) and water (10 mL). Nitrogen was bubbled through the reaction mixture for 5 minutes. The reaction mixture was heated to 100° C. and stirred overnight. The reaction mi... Starting materials: SCCC(=O)NCC(=O)O (mercaptopropionylglycine), [Na+].Cl[Au-](Cl)(Cl)Cl (sodium tetrachloraurate), OCCSCC (ethyl 2-hydroxyethyl sulphide). Run in O (water), O (water). The product is SCCC(=O)NCC(=O)O.[Au] (gold mercaptopropionylglycine). As a reaction SMILES: [Na+].Cl[Au-:3](Cl)(Cl)Cl.OCCSCC.[SH:13][CH2:14][CH2:15][C:16]([NH:18][CH2:19][C:20]([OH:22])=[O:21])=[O:17]>O>[SH:13][CH2:14][CH2:15][C:16]([NH:18][CH2:19][C:20]([OH:22])=[O:21])=[O:17].[Au:3] |f:0.1,5.6|. Reported procedure: A solution of sodium tetrachloraurate (35 g) in distilled water (200 ml) was slowly added to a solution of ethyl 2-hydroxyethyl sulphide (20.5 g) in distilled water (200 ml). Solid addition of mercaptopropionylglycine (5.21 g) followed by vigorous stirring yielded gold mercaptopropionylglycine as a white solid (yield, based on gold, 85%). The reactants are ClC=1C(=CC(=C(C1)CC(=O)OCC)F)NC(=O)C=1N(N=C2C=CC=CC12)C (ethyl (5-chloro-2-fluoro-4-((2-methyl-3-indazolylcarbonyl)amino)phenyl)acetate), C1CCOC1 (THF), [OH-].[Na+] (NaOH). Run in Cl (HCl). Run at time 16 hour. Product: ClC=1C(=CC(=C(C1)CC(=O)O)F)NC(=O)C=1N(N=C2C=CC=CC12)C ((5-chloro-2-fluoro-4-((2-methyl-3-indazolylcarbonyl)amino)phenyl)acetic acid). The yield is 340.0%. RXN SMILES: [Cl:1][C:2]1[C:3]([NH:15][C:16]([C:18]2[N:19]([CH3:27])[N:20]=[C:21]3[C:26]=2[CH:25]=[CH:24][CH:23]=[CH:22]3)=[O:17])=[CH:4][C:5]([F:14])=[C:6]([CH2:8][C:9]([O:11]CC)=[O:10])[CH:7]=1.C1COCC1.[OH-].[Na+]>Cl>[Cl:1][C:2]1[C:3]([NH:15][C:16]([C:18]2[N:19]([CH3:27])[N:20]=[C:21]3[C:26]=2[CH:25]=[CH:24][CH:23]=[CH:22]3)=[O:17])=[CH:4][C:5]([F:14])=[C:6]([CH2:8][C:9]([OH:11])=[O:10])[CH:7]=1 |f:2.3|. Procedure: To ethyl (5-chloro-2-fluoro-4-((2-methyl-3-indazolylcarbonyl)amino)phenyl)acetate (390 mg, 1.00 mmol) were added THF (10 ml) and 0.25N NaOH (6.00 ml, 1.50 mmol). The resulting mixture was stirred at room temperature for 16 hours. The reaction mixture was poured in 1N HCl (1.5 ml). The crystals thus precipitated were collected by filtration under reduced pressure, washed with water and dried under reduced pressure to give (5-chloro-2-fluoro-4-((2-methyl-3-indazolylcarbonyl)amino)phenyl)acetic aci... The reactants are CC(C)(C)OC(=O)N1CCNCC1, CC(=O)O[BH-](OC(C)=O)OC(C)=O, CC(=O)O, CC#N, O=Cc1ccc2[nH]ccc2c1, [Na+], [Na+], [Na+], O=C([O-])[O-], O. The product is CC(C)(C)OC(=O)N1CCN(Cc2ccc3[nH]ccc3c2)CC1. RXN SMILES: [C:12]([CH3:13])([CH3:14])([CH3:15])[O:16][C:17](=[O:18])[N:19]1[CH2:20][CH2:21][NH:22][CH2:23][CH2:24]1.[C:29]([O:30][BH-:31]([O:32][C:33](=[O:34])[CH3:35])[O:36][C:37](=[O:38])[CH3:39])(=[O:40])[CH3:41].[CH3:25][C:26](=[O:27])[OH:28].[CH3:49][C:50]#[N:51].[CH:1](=[O:2])[c:3]1[cH:4][c:5]2[cH:6][cH:7][nH:8][c:9]2[cH:10][cH:11]1.[Na+:42].[Na+:43].[Na+:44].[O-:45][C:46](=[O:47])[O-:48].[OH2:52]>>[CH2:1]([c:3]1[cH:4][c:5]2[cH:6][cH:7][nH:8][c:9]2[cH:10][cH:11]1)[N:22]1[CH2:21][CH2:20][N:19]([C:17]([O:16][C:12]([CH3:13])([CH3:14])[CH3:15])=[O:18])[CH2:24][CH2:23]1. Reactants: O1C(=CC=C1)C(=O)N1C(CCCCC1)=O (N-(2-furoyl)caprolactam), O1C=C(C=C1)C(=O)O (3-furoic acid). Yields the product O1C=C(C=C1)C(=O)N1C(CCCCC1)=O (N-(3-furoyl)caprolactam). RXN SMILES: O1C=[CH:4][CH:3]=[C:2]1[C:6]([N:8]1[CH2:14][CH2:13][CH2:12][CH2:11][CH2:10][C:9]1=[O:15])=[O:7].[O:16]1C=CC(C(O)=O)=[CH:17]1>>[O:16]1[CH:4]=[CH:3][C:2]([C:6]([N:8]2[CH2:14][CH2:13][CH2:12][CH2:11][CH2:10][C:9]2=[O:15])=[O:7])=[CH:17]1. Procedure: Synthesized as for N-(2-furoyl)caprolactam (Example X) using 3-furoic acid in place of 2-furoic acid.